This data is from the Open Reaction Database (ORD), a public repository of structured organic reaction records. The task is: describe an organic reaction: reactants, conditions, products, and yield The reactants are [OH-].[Na+] (sodium hydroxide), CC(O)(C1NCCN(C1)CC1=CC=CC=C1)C (α,α-dimethyl-4-(phenylmethyl)-2-piperazinemethanol), OP(=O)(O)O (poly(phosphoric acid)), ice water. Reaction conditions: temperature 140 celsius, time 1 hour. The product is CC(=C)C1CN(CCN1)CC1=CC=CC=C1 (3-(1-methylethenyl)-1-(phenylmethyl)piperazine). Isolated yield 85.6%. Reaction SMILES: [CH3:1][C:2]([CH3:17])([CH:4]1[CH2:9][N:8]([CH2:10][C:11]2[CH:16]=[CH:15][CH:14]=[CH:13][CH:12]=2)[CH2:7][CH2:6][NH:5]1)O.OP(O)(O)=O.[OH-].[Na+]>>[CH3:17][C:2]([CH:4]1[NH:5][CH2:6][CH2:7][N:8]([CH2:10][C:11]2[CH:16]=[CH:15][CH:14]=[CH:13][CH:12]=2)[CH2:9]1)=[CH2:1] |f:2.3|. Procedure: A mixture of 6.4 parts of α,α-dimethyl-4-(phenylmethyl)-2-piperazinemethanol and 50 parts of poly(phosphoric acid) was stirred for 1 hour at 140° C. After cooling, ice water was added and the whole was treated with a sodium hydroxide solution 50%. The product was extracted twice with dichloromethane. The combined extracts were washed with water, dried, filtered and evaporated, yielding 5 parts (85.6%) of 3-(1-methylethenyl)-1-(phenylmethyl)piperazine as a residue (int. 47). Starting materials: CS(C)=O, Oc1ccc2cc(Cl)ccc2n1, Cl, O=C([O-])c1cc(F)ccc1[N+](=O)[O-], [K], O. Yields the product O=C(O)c1cc(Oc2ccc3cc(Cl)ccc3n2)ccc1[N+](=O)[O-]. RXN SMILES: [CH3:28][S:29]([CH3:30])=[O:31].[Cl:2][c:3]1[cH:4][c:5]2[cH:6][cH:7][c:8]([OH:13])[n:9][c:10]2[cH:11][cH:12]1.[ClH:27].[F:14][c:15]1[cH:16][cH:17][c:18]([N+:24](=[O:25])[O-:26])[c:19]([C:20](=[O:21])[O-:22])[cH:23]1.[K:1].[OH2:32]>>[Cl:2][c:3]1[cH:4][c:5]2[cH:6][cH:7][c:8]([O:13][c:15]3[cH:16][cH:17][c:18]([N+:24](=[O:25])[O-:26])[c:19]([C:20](=[O:21])[OH:22])[cH:23]3)[n:9][c:10]2[cH:11][cH:12]1. The reactants are C(CCC)N1C=C(C=2C1=CN=CC2)N2CCCCC2 (1-butyl-3-piperidin yl-1H-pyrrolo[2,3-c]pyridine), COC(C1=C(C=CC=C1)OCCCl)=O (2-(2-chloroethoxy)benzoic acid methyl ester). Product: COC(C1=C(C=CC=C1)OCCN1CCC(CC1)C1=CN(C2=CN=CC=C21)CCCC)=O (2-{2-[4-(1-butyl-1H-pyrrolo[2,3-c]pyridin-3-yl)-piperidin-1-yl]-ethoxy}-benzoic acid methyl ester). The yield is 96.2%. RXN SMILES: [CH2:1]([N:5]1[C:9]2=[CH:10][N:11]=[CH:12][CH:13]=[C:8]2[C:7](N2CCCCC2)=[CH:6]1)[CH2:2][CH2:3][CH3:4].[CH3:20][O:21][C:22](=[O:33])[C:23]1[CH:28]=[CH:27][CH:26]=[CH:25][C:24]=1[O:29][CH2:30][CH2:31]Cl>>[CH3:20][O:21][C:22](=[O:33])[C:23]1[CH:28]=[CH:27][CH:26]=[CH:25][C:24]=1[O:29][CH2:30][CH2:31][N:11]1[CH2:12][CH2:13][CH:8]([C:7]2[C:8]3[C:9](=[CH:10][N:11]=[CH:12][CH:13]=3)[N:5]([CH2:1][CH2:2][CH2:3][CH3:4])[CH:6]=2)[CH2:9][CH2:10]1. Procedure details: This compound was prepared following the procedure described in example 4, part E, starting with 1.35 g (5.25 mmol) of 1-butyl-3-piperidin yl-1H-pyrrolo[2,3-c]pyridine and 1.35 g (6.3 mmol) of 2-(2-chloroethoxy)benzoic acid methyl ester. After standard work-up and purification, 1.1 g (49% yield) of 2-{2-[4-(1-butyl-1H-pyrrolo[2,3-c]pyridin-3-yl)-piperidin-1-yl]-ethoxy}-benzoic acid methyl ester were obtained. Starting materials: CC(C)(C)OC(=O)N1CCN(CCF)CC1, C1COCCO1, ClCCl, Cl. Reaction SMILES: [C:8]([O:9][C:10](=[O:11])[N:15]1[CH2:16][CH2:17][N:18]([CH2:21][CH2:22][F:23])[CH2:19][CH2:20]1)([CH3:12])([CH3:13])[CH3:14].[CH2:2]1[O:3][CH2:4][CH2:5][O:6][CH2:7]1.[Cl:24][CH2:25][Cl:26].[ClH:1]>>[ClH:1].[NH:15]1[CH2:16][CH2:17][N:18]([CH2:21][CH2:22][F:23])[CH2:19][CH2:20]1. The product is Cl, FCCN1CCNCC1. Reactants: BrC=1C=NC=C(C(=O)NC2=CC=C(C=C2)OC(F)(F)F)C1 (5-Bromo-N-(4-(trifluoromethoxy)phenyl)nicotinamide), CC1(OB(OC1(C)C)C=1C=NC(=NC1)N)C (5-(4,4,5,5-tetramethyl-1,3,2-dioxaborolan-2-yl)pyrimidin-2-amine), PdCl2(dppf)-(CH2Cl2), C(=O)([O-])[O-].[K+].[K+] (K2CO3), O (water). The solvent is O1CCOCC1 (dioxane). Conditions: temperature 90 celsius, time 24 hour. The product is NC1=NC=C(C=N1)C=1C=NC=C(C(=O)NC2=CC=C(C=C2)OC(F)(F)F)C1 (5-(2-Aminopyrimidin-5-yl)-N-(4-(trifluoromethoxy)phenyl)nicotinamide). RXN SMILES: Br[C:2]1[CH:3]=[N:4][CH:5]=[C:6]([CH:21]=1)[C:7]([NH:9][C:10]1[CH:15]=[CH:14][C:13]([O:16][C:17]([F:20])([F:19])[F:18])=[CH:12][CH:11]=1)=[O:8].CC1(C)C(C)(C)OB([C:30]2[CH:31]=[N:32][C:33]([NH2:36])=[N:34][CH:35]=2)O1.C([O-])([O-])=O.[K+].[K+].O>O1CCOCC1>[NH2:36][C:33]1[N:34]=[CH:35][C:30]([C:2]2[CH:3]=[N:4][CH:5]=[C:6]([CH:21]=2)[C:7]([NH:9][C:10]2[CH:15]=[CH:14][C:13]([O:16][C:17]([F:20])([F:19])[F:18])=[CH:12][CH:11]=2)=[O:8])=[CH:31][N:32]=1 |f:2.3.4|. Reported procedure: 5-Bromo-N-(4-(trifluoromethoxy)phenyl)nicotinamide (Stage 61.1, 181 mg, 0.5 mmol), 5-(4,4,5,5-tetramethyl-1,3,2-dioxaborolan-2-yl)pyrimidin-2-amine (133 mg, 0.6 mmol), PdCl2(dppf)-(CH2Cl2) (20.42 mg, 0.025 mmol), K2CO3 (138 mg, 1 mmol), water (2 mL) and dioxane (10 mL) were added to a vial, which was sealed, evacuated/purged with argon and the RM was stirred at 90° C. for 24 h. The solvent was evaporated off under reduced pressure and the residue was treated with water and extracted with EtOAc. ... Starting materials: CC(=O)O, Cc1c(C=O)cc2c(c1C)OCC2, Cl, O, [Zn]. Yields the product Cc1cc2c(c(C)c1C)OCC2. Reaction SMILES: [CH3:15][C:16](=[O:17])[OH:18].[CH3:2][c:3]1[c:4]([CH:13]=[O:14])[cH:5][c:6]2[c:7]([c:11]1[CH3:12])[O:8][CH2:9][CH2:10]2.[ClH:1].[OH2:20].[Zn:19]>>[CH3:2][c:3]1[c:4]([CH3:13])[cH:5][c:6]2[c:7]([c:11]1[CH3:12])[O:8][CH2:9][CH2:10]2.